The task is: describe an organic reaction: reactants, conditions, products, and yield. This data is from the Open Reaction Database (ORD), a public repository of structured organic reaction records. Reactants: O=C1NC2=CC(=CC=C2CC1)C#N (2-oxo-1,2,3,4-tetrahydroquinoline-7-carbonitrile), O (water). The reagents and catalysts are [Ni] (Raney Nickel). Run in C(=O)O (HCO2H). Reaction conditions: temperature 100 celsius. The product is O=C1NC2=CC(=CC=C2CC1)C=O (2-oxo-1,2,3,4-tetrahydroquinoline-7-carbaldehyde). As a reaction SMILES: [O:1]=[C:2]1[CH2:11][CH2:10][C:9]2[C:4](=[CH:5][C:6]([C:12]#N)=[CH:7][CH:8]=2)[NH:3]1.[OH2:14]>C(O)=O.[Ni]>[O:1]=[C:2]1[CH2:11][CH2:10][C:9]2[C:4](=[CH:5][C:6]([CH:12]=[O:14])=[CH:7][CH:8]=2)[NH:3]1. Procedure: Step R1-3: To a suspension of 2-oxo-1,2,3,4-tetrahydroquinoline-7-carbonitrile (160 g) in HCO2H (1.6 L) was added Raney Nickel Catalyst (slurry in water, 160 g) at room temperature over 30 minutes. The mixture was heated at 100° C. for 2 hours. After cooling to room temperature, the reaction mixture was filtrated through a pad of Celite and washed with HCO2H. The filtrate was concentrated to obtain a solid. The solid was stirred with water (1.3 L) and filtrated to obtain 2-oxo-1,2,3,4-tetrahydro...